From a dataset of the Open Reaction Database (ORD), a public repository of structured organic reaction records. describe an organic reaction: reactants, conditions, products, and yield Reactants: Clc1ccc2sc(Br)cc2c1, Cc1ccc(B(O)O)cc1, CCOC(C)=O. Yields the product Cc1ccc(-c2cc3cc(Cl)ccc3s2)cc1. As a reaction SMILES: [Br:1][c:2]1[s:3][c:4]2[c:5]([cH:6]1)[cH:7][c:8]([Cl:11])[cH:9][cH:10]2.[CH3:12][c:13]1[cH:14][cH:15][c:16]([B:19]([OH:20])[OH:21])[cH:17][cH:18]1.[CH3:22][CH2:23][O:24][C:25](=[O:26])[CH3:27]>>[c:2]1(-[c:16]2[cH:15][cH:14][c:13]([CH3:12])[cH:18][cH:17]2)[s:3][c:4]2[c:5]([cH:6]1)[cH:7][c:8]([Cl:11])[cH:9][cH:10]2.